Dataset: the Open Reaction Database (ORD), a public repository of structured organic reaction records. Task: describe an organic reaction: reactants, conditions, products, and yield Reaction SMILES: [CH3:31][S:32]([CH3:33])=[O:34].[o:1]1[c:2]([NH:10][CH2:11][c:12]2[cH:13][c:14]([O:15][CH2:16][c:17]3[c:18]([C:19](=[O:20])[O:21][CH3:22])[c:23]([CH3:27])[cH:24][cH:25][cH:26]3)[cH:28][cH:29][cH:30]2)[n:3][c:4]2[c:5]1[cH:6][cH:7][cH:8][cH:9]2>>[o:1]1[c:2]([NH:10][CH2:11][c:12]2[cH:13][c:14]([O:15][CH2:16][c:17]3[c:18]([C:19](=[O:20])[OH:21])[c:23]([CH3:27])[cH:24][cH:25][cH:26]3)[cH:28][cH:29][cH:30]2)[n:3][c:4]2[c:5]1[cH:6][cH:7][cH:8][cH:9]2. Product: Cc1cccc(COc2cccc(CNc3nc4ccccc4o3)c2)c1C(=O)O. Reactants: CS(C)=O, COC(=O)c1c(C)cccc1COc1cccc(CNc2nc3ccccc3o2)c1. The reactants are C1(=CC=CC=C1)S(=O)(=O)NC(C1=CC(=C(C=C1)NC(C)=O)N)=O (N-benzenesulfonyl-4-acetylamino-3-aminobenzamide), FC1=C(CBr)C=CC(=C1)F (2,4-difluorobenzyl bromide), C(O)([O-])=O.[K+] (potassium hydrogencarbonate). Run in CO (methanol). Yields the product C1(=CC=CC=C1)S(=O)(=O)NC(C1=CC(=C(C=C1)NC(C)=O)NCC1=C(C=C(C=C1)F)F)=O (N-benzenesulfonyl-4-acetylamino-3-(2,4-difluorobenzylamino)benzamide). As a reaction SMILES: [C:1]1([S:7]([NH:10][C:11](=[O:23])[C:12]2[CH:17]=[CH:16][C:15]([NH:18][C:19](=[O:21])[CH3:20])=[C:14]([NH2:22])[CH:13]=2)(=[O:9])=[O:8])[CH:6]=[CH:5][CH:4]=[CH:3][CH:2]=1.[F:24][C:25]1[CH:32]=[C:31]([F:33])[CH:30]=[CH:29][C:26]=1[CH2:27]Br.C(=O)([O-])O.[K+]>CO>[C:1]1([S:7]([NH:10][C:11](=[O:23])[C:12]2[CH:17]=[CH:16][C:15]([NH:18][C:19](=[O:21])[CH3:20])=[C:14]([NH:22][CH2:27][C:26]3[CH:29]=[CH:30][C:31]([F:33])=[CH:32][C:25]=3[F:24])[CH:13]=2)(=[O:8])=[O:9])[CH:2]=[CH:3][CH:4]=[CH:5][CH:6]=1 |f:2.3|. Reported procedure: A solution of 7 ml of methanol containing 0.60 g of N-benzenesulfonyl-4-acetylamino-3-aminobenzamide, 0.656 g of 2,4-difluorobenzyl bromide and 0.423 g of potassium hydrogencarbonate was stirred at 60° C. for 1 hour. The reaction solution was concentrated, and the residue was purified through silica-gel column chromatography (eluent: a mixture of ethyl acetate and methanol at a ratio of 9:1) to give 0.370 g of N-benzenesulfonyl-4-acetylamino-3-(2,4-difluorobenzylamino)benzamide. The reactants are COC(C(C(C1=CC(=CC=C1)OC)Cl)=O)=O (3-chloro-3-(3-methoxy-phenyl)-2-oxo-propionic acid methyl ester), NC(=S)N (thiourea). Product: COC(=O)C=1N=C(SC1C1=CC(=CC=C1)OC)N (2-Amino-5-(3-methoxy-phenyl)-thiazole-4-carboxylic Acid Methyl Ester). RXN SMILES: [CH3:1][O:2][C:3](=[O:16])[C:4](=O)[CH:5](Cl)[C:6]1[CH:11]=[CH:10][CH:9]=[C:8]([O:12][CH3:13])[CH:7]=1.[NH2:17][C:18]([NH2:20])=[S:19]>>[CH3:1][O:2][C:3]([C:4]1[N:17]=[C:18]([NH2:20])[S:19][C:5]=1[C:6]1[CH:11]=[CH:10][CH:9]=[C:8]([O:12][CH3:13])[CH:7]=1)=[O:16]. Procedure details: prepared by reaction of 3-chloro-3-(3-methoxy-phenyl)-2-oxo-propionic acid methyl ester with thiourea. LC-MS: tR=0.75 min; [M+H]+=265.3. Reactants: O[C@@H]1C[C@@H](CC1)C(=O)N[C@@H](C(=O)OCC1=CC=CC=C1)C ((R)-benzyl 2-((1R,3S)-3-hydroxycyclopentanecarboxamido)propanoate). Reagents/catalysts: [Pd] (Pd/C). Run in CO (MeOH). Conditions: time 2 hour. Yields the product O[C@@H]1C[C@@H](CC1)C(=O)N[C@@H](C(=O)O)C ((R)-2-((1R,3S)-3-hydroxycyclopentanecarboxamido)propanoic acid). Isolated yield 131.6%. RXN SMILES: [OH:1][C@H:2]1[CH2:6][CH2:5][C@@H:4]([C:7]([NH:9][C@H:10]([CH3:21])[C:11]([O:13]CC2C=CC=CC=2)=[O:12])=[O:8])[CH2:3]1>CO.[Pd]>[OH:1][C@H:2]1[CH2:6][CH2:5][C@@H:4]([C:7]([NH:9][C@H:10]([CH3:21])[C:11]([OH:13])=[O:12])=[O:8])[CH2:3]1. Procedure: Pd/C (10%, 1 g) was added to a solution of compound (R)-benzyl 2-((1R,3S)-3-hydroxycyclopentanecarboxamido)propanoate (500 mg, 1.7 mmol) in MeOH (20 mL). The suspension was stirred under hydrogen atmosphere at ambient temperature for 2 h. Pd/C was filtered off and washed with MeOH (5 mL). The filtrate and washings were combined and concentrated to dryness to afford (R)-2-((1R,3S)-3-hydroxycyclopentanecarboxamido)propanoic acid (450 mg, quantitative). (R)-2-((1S,3R)-3-hydroxycyclopentanecarboxami... Starting materials: II (iodine), [I-].[K+] (potassium iodide), N1C=CC2=CC=CC=C12 (indole), N1C(NCC1)=S (2-imidazolidinethione). Run in O (water), CO (methanol), CO (methanol). Reaction conditions: time 2 hour. The product is I.N1C(=NCC1)SC1=CNC2=CC=CC=C12 (3-(2-imidazolin-2-ylthio)-indole hydriodide). Reaction SMILES: [NH:1]1[C:9]2[C:4](=[CH:5][CH:6]=[CH:7][CH:8]=2)[CH:3]=[CH:2]1.[NH:10]1[CH2:14][CH2:13][NH:12][C:11]1=[S:15].[I:16]I.[I-].[K+]>CO.O>[IH:16].[NH:12]1[CH2:13][CH2:14][N:10]=[C:11]1[S:15][C:3]1[C:4]2[C:9](=[CH:8][CH:7]=[CH:6][CH:5]=2)[NH:1][CH:2]=1 |f:3.4,7.8|. Procedure: A mixture of 11.7 g indole in 100 ml methanol and 10.2 g 2-imidazolidinethione in 150 ml methanol is added to a well-stirred solution of 25.4 g iodine and 50 g potassium iodide in 100 ml water. The mixture is stirred for 2 hours at room temperature. The clear solution is concentrated in vacuo to one third of the original volume and cooled. The solid which separates is filtered off, dried and recrystallised from alcohol-ether to give 3-(2-imidazolin-2-ylthio)-indole hydriodide of the formula ##SP... Reactants: FC(C(C(F)(F)F)O)(S(=O)(=O)[O-])F.C(C1=CC=CC=C1)[N+](C)(C)C (benzyltrimethylammonium 1,1,3,3,3-pentafluoro-2-hydroxypropane-1-sulfonate), [Br-].C(C)(C)(C)C1=CC=C(C=C1)[S+](C1=CC=C(C=C1)F)C1=CC=C(C=C1)C(C)(C)C (bis(4-tert-butylphenyl)(4-fluorophenyl)sulfonium bromide), C(Cl)Cl (methylene chloride). Solvent: O (water). Run at time 30 minute. The product is FC(C(C(F)(F)F)O)(S(=O)(=O)[O-])F.C(C)(C)(C)C1=CC=C(C=C1)[S+](C1=CC=C(C=C1)F)C1=CC=C(C=C1)C(C)(C)C (bis(4-tert-butylphenyl)(4-fluorophenyl)-sulfonium 1,1,3,3,3-pentafluoro-2-hydroxypropane-1-sulfonate). Yield: 81.5%. Reaction SMILES: [F:1][C:2]([F:13])([S:9]([O-:12])(=[O:11])=[O:10])[CH:3]([OH:8])[C:4]([F:7])([F:6])[F:5].C([N+](C)(C)C)C1C=CC=CC=1.[Br-].[C:26]([C:30]1[CH:35]=[CH:34][C:33]([S+:36]([C:44]2[CH:49]=[CH:48][C:47]([C:50]([CH3:53])([CH3:52])[CH3:51])=[CH:46][CH:45]=2)[C:37]2[CH:42]=[CH:41][C:40]([F:43])=[CH:39][CH:38]=2)=[CH:32][CH:31]=1)([CH3:29])([CH3:28])[CH3:27].C(Cl)Cl>O>[F:13][C:2]([F:1])([S:9]([O-:12])(=[O:10])=[O:11])[CH:3]([OH:8])[C:4]([F:5])([F:7])[F:6].[C:26]([C:30]1[CH:31]=[CH:32][C:33]([S+:36]([C:44]2[CH:45]=[CH:46][C:47]([C:50]([CH3:53])([CH3:52])[CH3:51])=[CH:48][CH:49]=2)[C:37]2[CH:42]=[CH:41][C:40]([F:43])=[CH:39][CH:38]=2)=[CH:34][CH:35]=1)([CH3:29])([CH3:28])[CH3:27] |f:0.1,2.3,6.7|. Procedure: A mixture of 13 g of benzyltrimethylammonium 1,1,3,3,3-pentafluoro-2-hydroxypropane-1-sulfonate synthesized according to the method of JP-A 2012-107151, 14 g of bis(4-tert-butylphenyl)(4-fluorophenyl)sulfonium bromide obtained in Synthesis Example 1-3, 70 g of methylene chloride, and 30 g of deionized water was stirred for 30 minutes. The organic layer was separated, washed with water, and concentrated in vacuum. MIBK (100 g) was added to the concentrate, followed by vacuum concentration again. ... The reactants are C1(=CC=CC=C1)C1(CCCCC1)CN ((1-Phenylcyclohexyl)methylamine), C1=NC2=C(C(=N1)Cl)N=CN2[C@H]3[C@@H]([C@@H]([C@H](O3)CO)O)O (6-chloropurine riboside). Product: C1(=CC=CC=C1)C1(CCCCC1)CNC=1C=2N=CN([C@H]3[C@H](O)[C@H](O)[C@@H](CO)O3)C2N=CN1 (N6-((1-phenylcyclohexyl)methyl)adenosine). Yield: 42.4%. Reaction SMILES: [C:1]1([C:7]2([CH2:13][NH2:14])[CH2:12][CH2:11][CH2:10][CH2:9][CH2:8]2)[CH:6]=[CH:5][CH:4]=[CH:3][CH:2]=1.[CH:15]1[N:20]=[C:19](Cl)[C:18]2[N:22]=[CH:23][N:24]([C@@H:25]3[O:29][C@H:28]([CH2:30][OH:31])[C@@H:27]([OH:32])[C@H:26]3[OH:33])[C:17]=2[N:16]=1>>[C:1]1([C:7]2([CH2:13][NH:14][C:19]3[C:18]4[N:22]=[CH:23][N:24]([C:17]=4[N:16]=[CH:15][N:20]=3)[C@@H:25]3[O:29][C@H:28]([CH2:30][OH:31])[C@@H:27]([OH:32])[C@H:26]3[OH:33])[CH2:12][CH2:11][CH2:10][CH2:9][CH2:8]2)[CH:6]=[CH:5][CH:4]=[CH:3][CH:2]=1. Procedure: (1-Phenylcyclohexyl)methylamine (1.80 g, 8 mmol) as prepared below, and 6-chloropurine riboside (2.36 g, 8 mmol) are reacted as described in Example 1. The solvent is removed under reduced pressure, and the residue dissolved up in CHCl3 and washed with water and dried (MgSO4). The solvent is removed under reduced pressure and the residual white foam is purified on silica gel chromatography eluting with 10% MeOH in CH2Cl2 to give N6-((1-phenylcyclohexyl)methyl)adenosine (1.49 g, 42%) as a white g... The reactants are C1CCOC1, CO, Cl, COC(=O)c1cc(-c2cc(Oc3ccc(NC(=O)Nc4cc(C)ccc4F)cc3)ccn2)c[nH]1, [Na+], [OH-], O. Product: Cc1ccc(F)c(NC(=O)Nc2ccc(Oc3ccnc(-c4c[nH]c(C(=O)O)c4)c3)cc2)c1. Reaction SMILES: [CH2:39]1[O:40][CH2:41][CH2:42][CH2:43]1.[CH3:44][OH:45].[ClH:38].[F:1][c:2]1[c:3]([NH:9][C:10](=[O:11])[NH:12][c:13]2[cH:14][cH:15][c:16]([O:17][c:18]3[cH:19][c:20](-[c:24]4[cH:25][c:26]([C:29](=[O:30])[O:31][CH3:32])[nH:27][cH:28]4)[n:21][cH:22][cH:23]3)[cH:33][cH:34]2)[cH:4][c:5]([CH3:8])[cH:6][cH:7]1.[Na+:36].[OH-:35].[OH2:37]>>[F:1][c:2]1[c:3]([NH:9][C:10](=[O:11])[NH:12][c:13]2[cH:14][cH:15][c:16]([O:17][c:18]3[cH:19][c:20](-[c:24]4[cH:25][c:26]([C:29](=[O:30])[OH:31])[nH:27][cH:28]4)[n:21][cH:22][cH:23]3)[cH:33][cH:34]2)[cH:4][c:5]([CH3:8])[cH:6][cH:7]1. The product is COC=1C=C(C=CC1)C=1N=C(C=C2C=CC=NC12)C1CCC(CC1)C(=O)O (4-[8-(3-Methoxy-phenyl)-[1,7]naphthyridin-6-yl]-cyclohexanecarboxylic acid). Run at temperature 80 celsius. Reactants: [OH-].[K+] (Potassium hydroxide), C(C)OC(=O)C1CCC(CC1)C=1C=C2C=CC=NC2=C(N1)C1=CC(=CC=C1)OC (4-[8-(3-Methoxy-phenyl)-[1,7]naphthyridin-6-yl]-cyclohexanecarboxylic acid ethyl ester). Reported procedure: Potassium hydroxide (2 M, 0.9 ml) is added to a solution of 4-[8-(3-Methoxy-phenyl)-[1,7]naphthyridin-6-yl]-cyclohexanecarboxylic acid ethyl ester (230 mg, 0.6 mmol) in THF/ethanol (6 ml:2 ml) and heated at 80° C. for 3 hours. The solution is then diluted with ethyl acetate (120 ml) and extracted with water. The aqueous layer is taken to pH 4 with 1M HCl to give a white precipitate, which is extracted into dichloromethane (DCM). The DCM layer is washed with water, then dried over magnesium sulfa... Solvent: C1CCOC1.C(C)O (THF ethanol), C(C)(=O)OCC (ethyl acetate). As a reaction SMILES: [OH-].[K+].C([O:5][C:6]([CH:8]1[CH2:13][CH2:12][CH:11]([C:14]2[CH:15]=[C:16]3[C:21](=[C:22]([C:24]4[CH:29]=[CH:28][CH:27]=[C:26]([O:30][CH3:31])[CH:25]=4)[N:23]=2)[N:20]=[CH:19][CH:18]=[CH:17]3)[CH2:10][CH2:9]1)=[O:7])C>C1COCC1.C(O)C.C(OCC)(=O)C>[CH3:31][O:30][C:26]1[CH:25]=[C:24]([C:22]2[N:23]=[C:14]([CH:11]3[CH2:10][CH2:9][CH:8]([C:6]([OH:7])=[O:5])[CH2:13][CH2:12]3)[CH:15]=[C:16]3[C:21]=2[N:20]=[CH:19][CH:18]=[CH:17]3)[CH:29]=[CH:28][CH:27]=1 |f:0.1,3.4|.